Dataset: the Open Reaction Database (ORD), a public repository of structured organic reaction records. Task: describe an organic reaction: reactants, conditions, products, and yield Reactants: O (water), C(C)(C)C1=C(C=CC=C1)O (2-isopropylphenol), [N+](=O)(O)[O-] (nitric acid). The solvent is CCOCC (ether). Conditions: time 2 day. Product: C(C)(C)C1=CC=CC(=C1O)[N+](=O)[O-] (6-isopropyl-2-nitrophenol). RXN SMILES: O.[CH:2]([C:5]1[CH:10]=[CH:9][CH:8]=[CH:7][C:6]=1[OH:11])([CH3:4])[CH3:3].[N+:12]([O-])([OH:14])=[O:13]>CCOCC>[CH:2]([C:5]1[C:6]([OH:11])=[C:7]([N+:12]([O-:14])=[O:13])[CH:8]=[CH:9][CH:10]=1)([CH3:4])[CH3:3]. Procedure: To a stirred mixture of 200 ml of water, 200 ml of ether and 20.0 g of 2-isopropylphenol was added dropwise 22.0 ml of 61% nitric acid, and then the mixture was reacted with stirring at room temperature for 2 days. The reaction mixture was extracted with 200 ml of ethyl acetate and dried with anhydrous sodium sulfate. After, the drying agent was filtered off and the solvent was distilled away under reduced pressure. The residue was purified by subjecting to silica-gel column-chromatography [elue... Starting materials: C(C)(=O)Cl (Acetyl chloride), [NH4+].[OH-] (NH4OH), CC1(NC2=NC3=C(N2C(N1C)=O)C=CC=C3)C (1,2-dihydro-2,2,3-trimethyl-1,3,5-triazino[1,2-a]benzimidazol-4-(3H)-one), Cl.C(C)[NH+](CC)CC (triethylammonium hydrochloride). The solvent is CO (CH3OH), C(C)N(CC)CC (triethylamine), CC(=O)C (acetone), C(Cl)(Cl)Cl (CHCl3). Product: C(C)(=O)N1C=2N(C3=C1C=CC=C3)C(N(C(N2)(C)C)C)=O (10-Acetyl-2,10-dihydro-2,2,3-trimethyl-1,3,5-triazino[1,2-a]benzimidazol-4(3H)-one). Isolated yield 52.0%. Reaction SMILES: [CH3:1][C:2]1([CH3:17])[N:10]([CH3:11])[C:9](=[O:12])[N:8]2[C:4](=[N:5][C:6]3[CH:16]=[CH:15][CH:14]=[CH:13][C:7]=32)[NH:3]1.[C:18](Cl)(=[O:20])[CH3:19].Cl.C([NH+](CC)CC)C.[NH4+].[OH-]>CO.C(Cl)(Cl)Cl.C(N(CC)CC)C.CC(C)=O>[C:18]([N:5]1[C:6]2[CH:16]=[CH:15][CH:14]=[CH:13][C:7]=2[N:8]2[C:9](=[O:12])[N:10]([CH3:11])[C:2]([CH3:17])([CH3:1])[N:3]=[C:4]12)(=[O:20])[CH3:19] |f:2.3,4.5|. Procedure details: A 250-ml, round-bottomed flask containing a magnetic stirring bar was charged with 2.45 g (0.0106 mole) of 1,2-dihydro-2,2,3-trimethyl-1,3,5-triazino[1,2-a]benzimidazol-4-(3H)-one, 150 ml of acetone and 1.53 ml of triethylamine. Acetyl chloride (0.86 g, 0.0110 mole) was added rapidly via syringe to the resulting solution. The mixture was stirred for two hours at room temperature after which time a white precipitate of triethylammonium hydrochloride was visible. Examination of the reaction mixtur... The reactants are CC1(OC2=C(C(=CC(=C2)C(CCC)(C)C2=CC=C(C=C2)Cl)O)C2=C1CCN(C2)CCC2=CC=CC=C2)C (5,5-Dimethyl-10-hydroxy-2-phenethyl-8-(4-chlorophenyl-1-methylbutyl)-1,2,3,4-tetrahydro-5H[1]benzopyrano [3,4-d]pyridine), Cl.N1(CCCC1)CCCC(=O)O (γ-pyrrolidino-butyric acid hydrochloride), C1(CCCCC1)N=C=NC1CCCCC1 (dicyclohexylcarbodiimide). The product is Cl.CC1(OC2=C(C(=CC(=C2)C(CCC)(C)C2=CC=C(C=C2)Cl)OC(CCCN2CCCC2)=O)C2=C1CCN(C2)CCC2=CC=CC=C2)C (5,5-Dimethyl-10-[4-(pyrrolidino)butyryloxy]-2-phenethyl-8-(4-chlorophenyl-1-methylbutyl)-1,2,3,4-tetrahydro-5H [1]benzopyrano[3,4-d]pyridine hydrochloride). As a reaction SMILES: [CH3:1][C:2]1([CH3:37])[C:24]2[CH2:25][CH2:26][N:27]([CH2:29][CH2:30][C:31]3[CH:36]=[CH:35][CH:34]=[CH:33][CH:32]=3)[CH2:28][C:23]=2[C:5]2[C:6]([OH:22])=[CH:7][C:8]([C:10]([C:15]3[CH:20]=[CH:19][C:18]([Cl:21])=[CH:17][CH:16]=3)([CH3:14])[CH2:11][CH2:12][CH3:13])=[CH:9][C:4]=2[O:3]1.Cl.[N:39]1([CH2:44][CH2:45][CH2:46][C:47](O)=[O:48])[CH2:43][CH2:42][CH2:41][CH2:40]1.C1(N=C=NC2CCCCC2)CCCCC1>>[ClH:21].[CH3:37][C:2]1([CH3:1])[C:24]2[CH2:25][CH2:26][N:27]([CH2:29][CH2:30][C:31]3[CH:36]=[CH:35][CH:34]=[CH:33][CH:32]=3)[CH2:28][C:23]=2[C:5]2[C:6]([O:22][C:47](=[O:48])[CH2:46][CH2:45][CH2:44][N:39]3[CH2:43][CH2:42][CH2:41][CH2:40]3)=[CH:7][C:8]([C:10]([C:15]3[CH:16]=[CH:17][C:18]([Cl:21])=[CH:19][CH:20]=3)([CH3:14])[CH2:11][CH2:12][CH3:13])=[CH:9][C:4]=2[O:3]1 |f:1.2,4.5|. Procedure details: 5,5-Dimethyl-10-hydroxy-2-phenethyl-8-(4-chlorophenyl-1-methylbutyl)-1,2,3,4-tetrahydro-5H[1]benzopyrano [3,4-d]pyridine, γ-pyrrolidino-butyric acid hydrochloride and dicyclohexylcarbodiimide are reacted in equimolar amounts according to Example 7 to produce the desired product.